From a dataset of the Open Reaction Database (ORD), a public repository of structured organic reaction records. describe an organic reaction: reactants, conditions, products, and yield Reactants: COC(=O)C1=CC=2C=NC=CC2S1 (thieno[3,2-c]pyridine-2-carboxylic acid methyl ester), Cl.CONC (O,N-dimethylhydroxylamine hydrochloride), C(CCC)[Li] (n-butyllithium), [NH4+].[Cl-] (NH4Cl). Solvent: C1CCOC1 (THF), CCOC(=O)C (EtOAc), C1CCOC1 (THF). Run at temperature -78 celsius, time 15 minute. Yields the product CON(C(=O)C1=CC=2C=NC=CC2S1)C (Thieno[3,2-c]pyridine-2-carboxylic acid methoxy-methyl-amide). Yield: 51.0%. As a reaction SMILES: Cl.[CH3:2][O:3][NH:4][CH3:5].C([Li])CCC.CO[C:13]([C:15]1[S:23][C:22]2[CH:21]=[CH:20][N:19]=[CH:18][C:17]=2[CH:16]=1)=[O:14].[NH4+].[Cl-]>C1COCC1.CCOC(C)=O>[CH3:2][O:3][N:4]([CH3:5])[C:13]([C:15]1[S:23][C:22]2[CH:21]=[CH:20][N:19]=[CH:18][C:17]=2[CH:16]=1)=[O:14] |f:0.1,4.5|. Reported procedure: A suspension of O,N-dimethylhydroxylamine hydrochloride (2.32 g, 23.8 mmol) in THF (20 mL) was purged with N2 and cooled to −78° C. before adding n-butyllithium (1.6 M in hexanes, 30.0 mL, 48.1 mmol). Removed bath and stirred 15 minutes before replacing the bath and adding a solution of thieno[3,2-c]pyridine-2-carboxylic acid methyl ester (0.92 g, 4.76 mmol) in THF (10 mL). After 45 minutes, saturated NH4Cl was added. The mixture was diluted with EtOAc; washed with water, 1 M HCl, water, 5% NaHC... Starting materials: C(C#C)O (propargyl alcohol), ClCOCC1=CC=CC=C1 (chloromethylbenzyl ether), [H-].[Na+] (sodium hydride), [Cl-].[NH4+] (ammonium chloride), Cl (hydrochloric acid). Solvent: O1CCCC1 (tetrahydrofuran), O1CCCC1 (tetrahydrofuran). Reaction conditions: temperature 0 celsius, time 30 minute. Product: C(C1=CC=CC=C1)OCC#C (1-benzyloxy-2-propyne). Isolated yield 90.0%. As a reaction SMILES: [H-].[Na+].[CH2:3](O)[C:4]#C.Cl[CH2:8][O:9][CH2:10][C:11]1[CH:16]=[CH:15][CH:14]=[CH:13][CH:12]=1.[Cl-].[NH4+].Cl>O1CCCC1>[CH2:10]([O:9][CH2:8][C:3]#[CH:4])[C:11]1[CH:16]=[CH:15][CH:14]=[CH:13][CH:12]=1 |f:0.1,4.5|. Procedure details: 4.6 g (192 mmol) of sodium hydride was charged in a 200 ml three-necked flask provided with a 100 ml dropping funnel with a bypass and vacuum-dried in nitrogen stream. Then, thereto was added 100 ml of tetrahydrofuran, followed by cooling to 0° C. Furthermore, 11.2 ml (192 mmol) of propargyl alcohol diluted with 100 ml of tetrahydrofuran was gradually added thereto. After stirring at this temperature for 30 minutes, 22.3 ml (160 mmol) of chloromethylbenzyl ether diluted with 20 ml of tetrahydrof... Starting materials: C(C1=CC=CC=C1)ON1C2=NC(=NC(=C2N=C1)Cl)NC=O (9-benzyloxy-6-chloro-2-formamidopurine), C[O-].[Na+] (sodium methoxide), C(C)(=O)O (Acetic acid). The solvent is CO (methanol), CO (methanol). Product: NC1=NC(=C2N=CN(C2=N1)OCC1=CC=CC=C1)OC (2-Amino-9-benzyloxy-6-methoxypurine). The yield is 76.0%. As a reaction SMILES: [CH2:1]([O:8][N:9]1[CH:17]=[N:16][C:15]2[C:10]1=[N:11][C:12]([NH:19]C=O)=[N:13][C:14]=2Cl)[C:2]1[CH:7]=[CH:6][CH:5]=[CH:4][CH:3]=1.C[O-].[Na+].[C:25](O)(=[O:27])C>CO>[NH2:19][C:12]1[N:11]=[C:10]2[C:15]([N:16]=[CH:17][N:9]2[O:8][CH2:1][C:2]2[CH:3]=[CH:4][CH:5]=[CH:6][CH:7]=2)=[C:14]([O:27][CH3:25])[N:13]=1 |f:1.2|. Procedure: A mixture of 9-benzyloxy-6-chloro-2-formamidopurine (440 mg, 1.60 mmol), 1.2M sodium methoxide in methanol (5.3 ml) and methanol (10 ml) was heated at reflux temperature for 1 hour and then cooled. Acetic acid (4 ml) was added and the solution evaporated to dryness. The residue was suspended in water and extracted with chloroform (2×25 ml). The combined chloroform extracts were washed with brine, dried (magnesium sulphate) and evaporated under reduced pressure. Column chromatography on silica ge... Starting materials: CO, COC(=O)c1ccc2c(c1)CC(C)(C)C(c1ccc(F)c(NC(=O)C3CCCCC3)c1)N2, [Na+], [OH-]. Product: CC1(C)Cc2cc(C(=O)O)ccc2NC1c1ccc(F)c(NC(=O)C2CCCCC2)c1. RXN SMILES: [CH3:35][OH:36].[CH:1]1([C:7](=[O:8])[NH:9][c:10]2[cH:11][c:12]([CH:17]3[NH:18][c:19]4[cH:20][cH:21][c:22]([C:29](=[O:30])[O:31][CH3:32])[cH:23][c:24]4[CH2:25][C:26]3([CH3:27])[CH3:28])[cH:13][cH:14][c:15]2[F:16])[CH2:2][CH2:3][CH2:4][CH2:5][CH2:6]1.[Na+:34].[OH-:33]>>[CH:1]1([C:7](=[O:8])[NH:9][c:10]2[cH:11][c:12]([CH:17]3[NH:18][c:19]4[cH:20][cH:21][c:22]([C:29](=[O:30])[OH:31])[cH:23][c:24]4[CH2:25][C:26]3([CH3:27])[CH3:28])[cH:13][cH:14][c:15]2[F:16])[CH2:2][CH2:3][CH2:4][CH2:5][CH2:6]1. Reactants: COC(OC)N(C)C, CN(C)C=O, Cc1nc2ccccc2c(=O)n1-c1ccccc1Cl. Reaction SMILES: [CH3:20][O:21][CH:22]([N:23]([CH3:24])[CH3:25])[O:26][CH3:27].[CH3:28][N:29]([CH3:30])[CH:31]=[O:32].[Cl:1][c:2]1[c:3](-[n:8]2[c:9]([CH3:19])[n:10][c:11]3[cH:12][cH:13][cH:14][cH:15][c:16]3[c:17]2=[O:18])[cH:4][cH:5][cH:6][cH:7]1>>[Cl:1][c:2]1[c:3](-[n:8]2[c:9]([CH:19]=[CH:22][N:23]([CH3:24])[CH3:25])[n:10][c:11]3[cH:12][cH:13][cH:14][cH:15][c:16]3[c:17]2=[O:18])[cH:4][cH:5][cH:6][cH:7]1. The product is CN(C)C=Cc1nc2ccccc2c(=O)n1-c1ccccc1Cl. The reactants are C(C)OC(=O)CC=1N2C(SC1)=CN=C2 (3-(ethoxycarbonylmethyl)imidazo[5,1-b]-thiazole), [BH4-].[Na+] (sodium borohydride), Cl (hydrochloric acid). Run in CO (methanol). Conditions: time 2.5 hour. Product: OCCC=1N2C(SC1)=CN=C2 (3-(2-Hydroxyethyl)imidazo[5,1-b]thiazole). Yield: 66.1%. Reaction SMILES: C([O:3][C:4]([CH2:6][C:7]1[N:8]2[CH:14]=[N:13][CH:12]=[C:9]2[S:10][CH:11]=1)=O)C.[BH4-].[Na+].Cl>CO>[OH:3][CH2:4][CH2:6][C:7]1[N:8]2[CH:14]=[N:13][CH:12]=[C:9]2[S:10][CH:11]=1 |f:1.2|. Procedure: 900 mg of the 3-(ethoxycarbonylmethyl)imidazo[5,1-b]-thiazole prepared in Preparation 50 was dissolved in 20 ml of methanol. To this solution was added 810 mg of sodium borohydride with ice-cooling, and the mixture was stirred at room temperature for 2.5 hours. To this was added 2 ml of concentrated hydrochloric acid, and the mixture was stirred at room temperature for 15 minutes. The solvent was distilled off under reduced pressure. To the residue was added 20 ml of water, and the pH of the mix... The reactants are S(=O)(Cl)Cl (Thionyl chloride), COC1=C(C(=O)O)C=CC(=C1)C#N (2-methoxy-4-cyano benzoic acid), [H-].C(C)(C)(C)O[Al](OC(C)(C)C)OC(C)(C)C.[Li+] (lithium tritertbutoxyaluminium hydride), C1CCOC1 (THF). The solvent is ClCCl (dichloromethane). Conditions: time 30 minute. Product: COC1=C(C=O)C=CC(=C1)C#N (2-Methoxy-4-cyanobenzaldehyde). Yield: 54.9%. RXN SMILES: S(Cl)(Cl)=O.[CH3:5][O:6][C:7]1[CH:15]=[C:14]([C:16]#[N:17])[CH:13]=[CH:12][C:8]=1[C:9](O)=[O:10].[H-].C(O[Al](OC(C)(C)C)OC(C)(C)C)(C)(C)C.[Li+].C1COCC1>ClCCl>[CH3:5][O:6][C:7]1[CH:15]=[C:14]([C:16]#[N:17])[CH:13]=[CH:12][C:8]=1[CH:9]=[O:10] |f:2.3.4|. Reported procedure: Thionyl chloride (50 ml) was added to 2-methoxy-4-cyano benzoic acid (Tetrahedron Letters, 1986, 27(49), 5997–6000) (8 g, 45.2 mmol) in dichloromethane (70 ml) and the solution was refluxed for 5 h. After cooling to room temperature, the solvent was removed under reduced pressure. The crude benzoyl chloride was dissolved in diglime (120 ml), cooled at −78° C. and 1M lithium tritertbutoxyaluminium hydride in THF (46 ml, 46 mmol) was added dropwise in 3 h. Stirring was continued for 30 min at −78°...